Dataset: the Open Reaction Database (ORD), a public repository of structured organic reaction records. Task: describe an organic reaction: reactants, conditions, products, and yield Reactants: FC1=C(C(=CC=C1O)F)NC(C1=C(C(=CC(=C1)C)C1=CC(=CC=C1)F)F)=O (N-(2,6-difluoro-3-hydroxy-phenyl)-2-fluoro-3-(3-fluorophenyl)-5-methyl-benzamide), B (borane), O (water), B (borane). Run in C1CCOC1 (THF). Conditions: temperature 60 celsius, time 2 hour. The product is FC1=C(C=CC(=C1NCC1=C(C(=CC(=C1)C)C1=CC(=CC=C1)F)F)F)O (2,4-Difluoro-3-[[2-fluoro-3-(3-fluorophenyl)-5-methyl-phenyl]methylamino]phenol). Yield: 92.3%. As a reaction SMILES: [F:1][C:2]1[C:7]([OH:8])=[CH:6][CH:5]=[C:4]([F:9])[C:3]=1[NH:10][C:11](=O)[C:12]1[CH:17]=[C:16]([CH3:18])[CH:15]=[C:14]([C:19]2[CH:24]=[CH:23][CH:22]=[C:21]([F:25])[CH:20]=2)[C:13]=1[F:26].B.O>C1COCC1>[F:1][C:2]1[C:3]([NH:10][CH2:11][C:12]2[CH:17]=[C:16]([CH3:18])[CH:15]=[C:14]([C:19]3[CH:24]=[CH:23][CH:22]=[C:21]([F:25])[CH:20]=3)[C:13]=2[F:26])=[C:4]([F:9])[CH:5]=[CH:6][C:7]=1[OH:8]. Reported procedure: To a solution of N-(2,6-difluoro-3-hydroxy-phenyl)-2-fluoro-3-(3-fluorophenyl)-5-methyl-benzamide (130 mg, 0.30 mmol, 1.0 eq) in THF (25 mL) was added dropwise a solution of borane (1M in THF, 1.2 mL, 1.2 mmol, 4 eq) under N2. The reaction was heated at 60° C. overnight. TLC showed the reaction was not complete so further borane (1 M in THF, 1.0 mL, 1 mmol) was added and heating continued at 60° C. for 2 h. The mixture was poured into water and extracted with EtOAc and the combined organic extra... Reactants: C1(=CC=CC=C1)C (toluene), FC=1C(=NC(=C(C1)F)NCC1=CC=C(C=C1)OC)N1C=C(C(C2=C(C(=C(C(=C12)F)F)F)F)=O)C(=O)OCC (ethyl 1-[3,5-difluoro-6-(p-methoxybenzylamino)pyridine-2-yl]-5,6,7,8-tetrafluoro-4-oxo-1,4-dihydroquinoline-3-carboxylate), C(C1=CC=CC=C1)N (benzylamine), C1(=CC=CC=C1)C (toluene). Yield: 65.4%. Yields the product C(C1=CC=CC=C1)NC1=C2C(C(=CN(C2=C(C(=C1F)F)F)C1=NC(=C(C=C1F)F)NCC1=CC=C(C=C1)OC)C(=O)OCC)=O (ethyl 5-benzylamino-1-[3,5-difluoro-6-(p-methoxybenzylamino)pyridine-2-yl]-6,7,8-trifluoro-4-oxo-1,4-dihydroquinoline-3-carboxylate). Conditions: temperature 110 celsius, time 20 minute. Solvent: CCCCCC (n-hexane). Reported procedure: To 8 ml of toluene were added 1.58 g of ethyl 1-[3,5-difluoro-6-(p-methoxybenzylamino)pyridine-2-yl]-5,6,7,8-tetrafluoro-4-oxo-1,4-dihydroquinoline-3-carboxylate together with 0.68 g of benzylamine, and the mixture was stirred at 110° C. for 20 minutes and allowed to cool. After adding 15 ml of toluene and 15 ml of n-hexane, the mixture was washed twice with 300 ml of distilled water. The organic layer was dried over anhydrous magnesium sulfate, and concentrated under reduced pressure. To the re... RXN SMILES: C1(C)C=CC=CC=1.[F:8][C:9]1[C:10]([N:26]2[C:35]3[C:30](=[C:31](F)[C:32]([F:38])=[C:33]([F:37])[C:34]=3[F:36])[C:29](=[O:40])[C:28]([C:41]([O:43][CH2:44][CH3:45])=[O:42])=[CH:27]2)=[N:11][C:12]([NH:16][CH2:17][C:18]2[CH:23]=[CH:22][C:21]([O:24][CH3:25])=[CH:20][CH:19]=2)=[C:13]([F:15])[CH:14]=1.[CH2:46]([NH2:53])[C:47]1[CH:52]=[CH:51][CH:50]=[CH:49][CH:48]=1>CCCCCC>[CH2:46]([NH:53][C:31]1[C:32]([F:38])=[C:33]([F:37])[C:34]([F:36])=[C:35]2[C:30]=1[C:29](=[O:40])[C:28]([C:41]([O:43][CH2:44][CH3:45])=[O:42])=[CH:27][N:26]2[C:10]1[C:9]([F:8])=[CH:14][C:13]([F:15])=[C:12]([NH:16][CH2:17][C:18]2[CH:23]=[CH:22][C:21]([O:24][CH3:25])=[CH:20][CH:19]=2)[N:11]=1)[C:47]1[CH:52]=[CH:51][CH:50]=[CH:49][CH:48]=1. Starting materials: O=C([O-])[O-], CO, C[Si](C)(C)C#Cc1scnc1CO, [K+], [K+], O=C(O)CC(O)(CC(=O)O)C(=O)O. The product is C#Cc1scnc1CO. Reaction SMILES: [C:1](=[O:2])([O-:3])[O-:4].[CH3:33][OH:34].[CH3:7][Si:8]([C:9]#[C:10][c:11]1[c:12]([CH2:16][OH:17])[n:13][cH:14][s:15]1)([CH3:18])[CH3:19].[K+:5].[K+:6].[OH:20][C:21]([CH2:22][C:23]([C:24](=[O:25])[OH:26])([CH2:27][C:28](=[O:29])[OH:30])[OH:31])=[O:32]>>[CH:9]#[C:10][c:11]1[c:12]([CH2:16][OH:17])[n:13][cH:14][s:15]1. The reactants are C(C1=CC=CC=C1)OC(=O)N1CCC(CC1)C(=O)Cl (1-benzyloxycarbonylpiperidine-4-carboxylic acid chloride), C1NCCC2=CC=CC=C12 (1,2,3,4-tetrahydroisoquinoline), hydrochloride salt. Procedure details: This compound was prepared similarly to Preparation C, starting from 1-benzyloxycarbonylpiperidine-4-carboxylic acid chloride and 1,2,3,4-tetrahydroisoquinoline, and was used directly in Example 13. This intermediate was characterised as the hydrochloride salt, m.p. 245°-247°. As a reaction SMILES: C(OC([N:11]1[CH2:16][CH2:15][CH:14]([C:17](Cl)=[O:18])[CH2:13][CH2:12]1)=O)C1C=CC=CC=1.[CH2:20]1[C:29]2[C:24](=[CH:25][CH:26]=[CH:27][CH:28]=2)[CH2:23][CH2:22][NH:21]1>>[CH2:20]1[C:29]2[C:24](=[CH:25][CH:26]=[CH:27][CH:28]=2)[CH2:23][CH2:22][N:21]1[C:17]([CH:14]1[CH2:15][CH2:16][NH:11][CH2:12][CH2:13]1)=[O:18]. The product is C1N(CCC2=CC=CC=C12)C(=O)C1CCNCC1 (4-(1,2,3,4-Tetrahydroisoquinol-2-ylcarbonyl)piperidine). The solvent is C(CCC)O (1-butanol). Yields the product [Br-].ClCCCC[N+](CCCCCCCCCCCC)(C)C ((4-chlorobutyl) dimethyldodecylammonium bromide). Conditions: temperature 65 celsius. Reaction SMILES: [CH3:1][N:2]([CH2:4][CH2:5][CH2:6][CH2:7][CH2:8][CH2:9][CH2:10][CH2:11][CH2:12][CH2:13][CH2:14][CH3:15])[CH3:3].[Br:16][CH2:17][CH2:18][CH2:19][CH2:20][Cl:21].CO>C(O)CCC>[Br-:16].[Cl:21][CH2:20][CH2:19][CH2:18][CH2:17][N+:2]([CH3:1])([CH3:3])[CH2:4][CH2:5][CH2:6][CH2:7][CH2:8][CH2:9][CH2:10][CH2:11][CH2:12][CH2:13][CH2:14][CH3:15] |f:4.5|. The reactants are CN(C)CCCCCCCCCCCC (N,N-dimethyldodecylamine), BrCCCCCl (1-bromo-4-chlorobutane), CO (methanol). Reported procedure: Into a 1000 mL, round-bottomed flask equipped with air condensers and a magnetic stirring plate was charged N,N-dimethyldodecylamine (308.8 grams, 1.45 moles), 1-bromo-4-chlorobutane (249.98 grams, 1.45 moles) and 300 mL of methanol. The reaction was maintained at 65° C. for 48 hours. Solvent was removed by rotary evaporation under reduced pressure to yield brown oil. To the oil was added 100 ml of 1-butanol. The mixture was distilled under vacuum at 30° C. to 50° C. until distillate stopped col...